Dataset: the Open Reaction Database (ORD), a public repository of structured organic reaction records. Task: describe an organic reaction: reactants, conditions, products, and yield Starting materials: OC(CCC1=CC=CC=C1)C(CCC1=CC=CC=C1)O (3,4-Dihydroxy-1,6--diphenylhexane), C=O (paraformaldehyde), OS(=O)(=O)O (H2SO4). Solvent: C(C)(=O)O (acetic acid). Yields the product C1(=CC=CC=C1)CCC1OCOC1CCC1=CC=CC=C1 (4,5-Di-(2-phenylethyl)-1,3-dioxolane). RXN SMILES: [OH:1][CH:2]([CH:11]([OH:20])[CH2:12][CH2:13][C:14]1[CH:19]=[CH:18][CH:17]=[CH:16][CH:15]=1)[CH2:3][CH2:4][C:5]1[CH:10]=[CH:9][CH:8]=[CH:7][CH:6]=1.[CH2:21]=O.OS(O)(=O)=O>C(O)(=O)C>[C:5]1([CH2:4][CH2:3][CH:2]2[CH:11]([CH2:12][CH2:13][C:14]3[CH:15]=[CH:16][CH:17]=[CH:18][CH:19]=3)[O:20][CH2:21][O:1]2)[CH:10]=[CH:9][CH:8]=[CH:7][CH:6]=1. Procedure details: The resultant compound of Example 149 was treated with paraformaldehyde and H2SO4 in acetic acid according to the procedure of Hough, et. al. (J. Chem. Soc., 1952, 1525) to provide the desired compound. Starting materials: OC1=CC=C(C=C1)CC#N (p-hydroxyphenylacetonitrile), BrCC(=O)OC(C)(C)C (t-butyl bromoacetate), C([O-])([O-])=O.[K+].[K+] (potassium carbonate). Run in CN(C=O)C (dimethylformamide). Run at time 16 hour. Yields the product C(C)(C)(C)OC(=O)COC1=CC=C(C=C1)CC#N (p-(t-butoxycarbonylmethoxy)-phenylacetonitrile). As a reaction SMILES: [OH:1][C:2]1[CH:7]=[CH:6][C:5]([CH2:8][C:9]#[N:10])=[CH:4][CH:3]=1.Br[CH2:12][C:13]([O:15][C:16]([CH3:19])([CH3:18])[CH3:17])=[O:14].C(=O)([O-])[O-].[K+].[K+]>CN(C)C=O>[C:16]([O:15][C:13]([CH2:12][O:1][C:2]1[CH:7]=[CH:6][C:5]([CH2:8][C:9]#[N:10])=[CH:4][CH:3]=1)=[O:14])([CH3:19])([CH3:18])[CH3:17] |f:2.3.4|. Reported procedure: A mixture of 3 g of p-hydroxyphenylacetonitrile, 3.6 ml of t-butyl bromoacetate, 6.5 g of potassium carbonate in 45 ml of dimethylformamide is stirred at room temperature for 16 hours. After dilution with water the product is extracted with ether. The ethyl layer is washed with 1N sodium hydroxide, dried over magnesium sulfate and the solvent removed in vacuo to yield p-(t-butoxycarbonylmethoxy)-phenylacetonitrile which is reduced to p-(t-butoxycarbonylmethoxy)-2-phenethylamine with sodium boroh... Reactants: N1=CC(=CC=C1)CO (3-pyridinemethanol), [H-].[Na+] (sodium hydride), CC1=C(C=CC=C1)P(C1=CC=CC=C1)(C1=CC=CC=C1)=NC(=O)N1C=NC=C1 (1-[[[(2-methylphenyl)diphenylphosphoranylidene]amino]carbonyl]-1H-imidazole). Solvent: COCCOC (1,2-dimethoxyethane). Yields the product CC1=C(C=CC=C1)P(C1=CC=CC=C1)(C1=CC=CC=C1)=NC(OCC=1C=NC=CC1)=O ([(2-Methylphenyl)diphenylphosphoranylidene]carbamic acid, 3-pyridinylmethyl ester). Reaction SMILES: [N:1]1[CH:6]=[CH:5][CH:4]=[C:3]([CH2:7][OH:8])[CH:2]=1.[H-].[Na+].[CH3:11][C:12]1[CH:17]=[CH:16][CH:15]=[CH:14][C:13]=1[P:18](=[N:31][C:32](N1C=CN=C1)=[O:33])([C:25]1[CH:30]=[CH:29][CH:28]=[CH:27][CH:26]=1)[C:19]1[CH:24]=[CH:23][CH:22]=[CH:21][CH:20]=1>COCCOC>[CH3:11][C:12]1[CH:17]=[CH:16][CH:15]=[CH:14][C:13]=1[P:18](=[N:31][C:32](=[O:33])[O:8][CH2:7][C:3]1[CH:2]=[N:1][CH:6]=[CH:5][CH:4]=1)([C:19]1[CH:20]=[CH:21][CH:22]=[CH:23][CH:24]=1)[C:25]1[CH:30]=[CH:29][CH:28]=[CH:27][CH:26]=1 |f:1.2|. Procedure details: A 760 mg portion of 3-pyridinemethanol, 35 ml of 1,2-dimethoxyethane, 340 mg of 50% sodium hydride in oil and 2.7 g of 1-[[[(2-methylphenyl)diphenylphosphoranylidene]amino]carbonyl]-1H-imidazole were reacted as described in Example 8, giving 2.05 g of the desired product, mp 142°-143° C. Reactants: CC1=CC(=C(C=2NC3=CC=CC=C3C12)SC)CC(=O)OC(C)(C)C (tert-butyl (4-methyl-1-methylthiocarbazol-2-yl)acetate), FC=1C=C(CBr)C=CC1 (3-fluorobenzyl bromide). Yields the product FC=1C=C(CN2C3=CC=CC=C3C=3C(=CC(=C(C23)SC)CC(=O)OC(C)(C)C)C)C=CC1 (tert-Butyl [9-(3-Fluorobenzyl)-4-methyl-1-methylthiocarbazol-2-yl]acetate). Isolated yield 90.0%. RXN SMILES: [CH3:1][C:2]1[C:14]2[C:13]3[C:8](=[CH:9][CH:10]=[CH:11][CH:12]=3)[NH:7][C:6]=2[C:5]([S:15][CH3:16])=[C:4]([CH2:17][C:18]([O:20][C:21]([CH3:24])([CH3:23])[CH3:22])=[O:19])[CH:3]=1.[F:25][C:26]1[CH:27]=[C:28]([CH:31]=[CH:32][CH:33]=1)[CH2:29]Br>>[F:25][C:26]1[CH:27]=[C:28]([CH:31]=[CH:32][CH:33]=1)[CH2:29][N:7]1[C:6]2[C:5]([S:15][CH3:16])=[C:4]([CH2:17][C:18]([O:20][C:21]([CH3:24])([CH3:23])[CH3:22])=[O:19])[CH:3]=[C:2]([CH3:1])[C:14]=2[C:13]2[C:8]1=[CH:9][CH:10]=[CH:11][CH:12]=2. Procedure: Following a procedure and using relative proportions of starting materials similar to those described in Example 4, but using tert-butyl (4-methyl-1-methylthiocarbazol-2-yl)acetate and 3-fluorobenzyl bromide as starting materials, the title compound was obtained in a yield of 90% as an oil. The reactants are O=C([O-])[O-], C=CCn1c(Cl)nc2[nH]c(=O)[nH]c(=O)c21, CCI, [Na+], [Na+], CN(C)C=O. The product is C=CCn1c(Cl)nc2c1c(=O)[nH]c(=O)n2CC. Reaction SMILES: [C:19](=[O:20])([O-:21])[O-:22].[Cl:1][c:2]1[n:3][c:4]2[nH:5][c:6](=[O:15])[nH:7][c:8](=[O:14])[c:9]2[n:10]1[CH2:11][CH:12]=[CH2:13].[I:16][CH2:17][CH3:18].[Na+:23].[Na+:24].[O:25]=[CH:26][N:27]([CH3:28])[CH3:29]>>[Cl:1][c:2]1[n:3][c:4]2[n:5]([CH2:17][CH3:18])[c:6](=[O:15])[nH:7][c:8](=[O:14])[c:9]2[n:10]1[CH2:11][CH:12]=[CH2:13]. The reactants are CC(C=O)C(C=C)C (2,3-dimethyl-pent-4en-aldehye), C=O (formaldehyde), CC(CO)(CO)C(C)CC (2-methyl-2-(sec butyl)-1, 3-propanediol), CC(C=O)C(C=C)C (2,3-dimethyl-pent-4en-aldehyde). Product: CC(CO)(C(C=C)C)CO (2,3-dimethyl-2-hydroxymethyl-pent-4en-ol). Reaction SMILES: CC(C(C)C=C)C=O.[CH3:9][C:10]([CH:15]([CH2:17][CH3:18])[CH3:16])([CH2:13][OH:14])[CH2:11][OH:12].C=O>>[CH3:9][C:10]([CH2:13][OH:14])([CH:15]([CH3:16])[CH:17]=[CH2:18])[CH2:11][OH:12]. Procedure: I have now found a novel method for producing mebutamate diol which includes the process steps of reacting crotyl alcohol and allyl chloride to produce a mixture of isomers of allyl crotyl ether, heating said crotyl ether to produce 2,3-dimethyl-pent-4en-aldehye. The aldehyde is then converted to 2-methyl-2-(sec butyl)-1, 3-propanediol by reacting 2,3-dimethyl-pent-4en-aldehyde and formaldehyde to produce 2,3-dimethyl-2-hydroxymethyl-pent-4en-ol and subsequently hydrogenating the said alcohol in... Reactants: ClC=1C(=C(C(=C(C1)C(C)Cl)OC)C1CCN(CC1)C(=O)OC(C)(C)C)C (tert-butyl 4-[3-chloro-5-(1-chloroethyl)-6-methoxy-2-methylphenyl]piperidine-1-carboxylate), CC1=NNC2=NC=NC(=C21)N (3-methyl-1H-pyrazolo[3,4-d]pyrimidin-4-amine). Product: NC1=C2C(=NC=N1)N(N=C2C)C(C)C=2C(=C(C(=C(C2)Cl)C)C2CCN(CC2)C(=O)OC(C)(C)C)OC (tert-Butyl 4-{3-[1-(4-amino-3-methyl-1H-pyrazolo[3,4-d]pyrimidin-1-yl)ethyl]-5-chloro-2-methoxy-6-methylphenyl}piperidine-1-carboxylate). As a reaction SMILES: [Cl:1][C:2]1[C:3]([CH3:26])=[C:4]([CH:13]2[CH2:18][CH2:17][N:16]([C:19]([O:21][C:22]([CH3:25])([CH3:24])[CH3:23])=[O:20])[CH2:15][CH2:14]2)[C:5]([O:11][CH3:12])=[C:6]([CH:8](Cl)[CH3:9])[CH:7]=1.[CH3:27][C:28]1[C:36]2[C:31](=[N:32][CH:33]=[N:34][C:35]=2[NH2:37])[NH:30][N:29]=1>>[NH2:37][C:35]1[N:34]=[CH:33][N:32]=[C:31]2[N:30]([CH:8]([C:6]3[C:5]([O:11][CH3:12])=[C:4]([CH:13]4[CH2:14][CH2:15][N:16]([C:19]([O:21][C:22]([CH3:25])([CH3:24])[CH3:23])=[O:20])[CH2:17][CH2:18]4)[C:3]([CH3:26])=[C:2]([Cl:1])[CH:7]=3)[CH3:9])[N:29]=[C:28]([CH3:27])[C:36]=12. Reported procedure: This compound was prepared according to the procedure of Example 139 step 5, using of tert-butyl 4-[3-chloro-5-(1-chloroethyl)-6-methoxy-2-methylphenyl]piperidine-1-carboxylate and 3-methyl-1H-pyrazolo[3,4-d]pyrimidin-4-amine as the starting materials. LCMS calculated for C26H36ClN6O3 (M+H)+: m/z=515.3; Found: 515.2. The reactants are COC(COC1=C2C(=C(N(C2=CC=C1)CC1=CC=CC=C1)C)CC(=O)N)=O (2-[[3-(2-amino-2-oxoethyl)-2-methyl-1-(phenylmethyl)-1H-indol-4-yl]oxy]acetic acid methyl ester), [OH-].[Na+] (NaOH). The solvent is CCO (EtOH), O (water). The product is NC(CC1=C(N(C2=CC=CC(=C12)OCC(=O)O)CC1=CC=CC=C1)C)=O (2-[[3-(2-amino-2-oxoethyl)-2-methyl-1-(phenylmethyl)-1H-indol-4-yl]oxy]acetic acid). Yield: 62.5%. RXN SMILES: C[O:2][C:3](=[O:27])[CH2:4][O:5][C:6]1[CH:14]=[CH:13][CH:12]=[C:11]2[C:7]=1[C:8]([CH2:23][C:24]([NH2:26])=[O:25])=[C:9]([CH3:22])[N:10]2[CH2:15][C:16]1[CH:21]=[CH:20][CH:19]=[CH:18][CH:17]=1.[OH-].[Na+]>CCO.O>[NH2:26][C:24](=[O:25])[CH2:23][C:8]1[C:7]2[C:11](=[CH:12][CH:13]=[CH:14][C:6]=2[O:5][CH2:4][C:3]([OH:27])=[O:2])[N:10]([CH2:15][C:16]2[CH:21]=[CH:20][CH:19]=[CH:18][CH:17]=2)[C:9]=1[CH3:22] |f:1.2|. Procedure details: A solution of 100 mg (0.245 mmol) of 2-[[3-(2-amino-2-oxoethyl)-2-methyl-1-(phenylmethyl)-1H-indol-4-yl]oxy]acetic acid methyl ester and 2 mL of 1N NaOH in 5 mL of EtOH was stirred for 2.0 hours, diluted with water and extracted with EtOAc. The aqueous layer was made acidic to pH 6 with 1N HCl and extracted with EtOAc, the EtOAc dried (MgSO4), and concentrated at reduced pressure. The residue was crystallized from MeOH to give 54 mg (57% yield) of 2-[[3-(2-amino-2-oxoethyl)-2-methyl-1-(phenylmet... The reactants are C1CNCCN1, Cl, [Na+], [Na+], [Na+], [Na+], O=P([O-])([O-])OP(=O)([O-])[O-], O. Yields the product C1CNCCN1, O=P(O)(O)OP(=O)(O)O. As a reaction SMILES: [CH2:15]1[CH2:16][NH:17][CH2:18][CH2:19][NH:20]1.[ClH:14].[Na+:10].[Na+:11].[Na+:12].[Na+:13].[O-:1][P:2]([O-:3])(=[O:4])[O:5][P:6](=[O:7])([O-:8])[O-:9].[OH2:21]>>[CH2:15]1[CH2:16][NH:17][CH2:18][CH2:19][NH:20]1.[O:1]=[P:2]([OH:3])([OH:4])[O:5][P:6](=[O:7])([OH:8])[OH:9].